Dataset: the Open Reaction Database (ORD), a public repository of structured organic reaction records. Task: describe an organic reaction: reactants, conditions, products, and yield Starting materials: NC=1SC2=C(N1)C=CC(=C2)OC=2C=C(C=CC2C)NC(C2=CC(=CC=C2)C(C)(C)C#N)=O (N-{3-[(2-amino-1,3-benzothiazol-6-yl)oxy]-4-methylphenyl}-3-(1-cyano-1-methylethyl)benzamide), C1(CC1)C(=O)Cl (cyclopropanecarbonyl chloride). Reagents/catalysts: CN(C1=CC=NC=C1)C (N,N-dimethylpyridine-4-amine). The product is C(#N)C(C)(C)C=1C=C(C(=O)NC2=CC(=C(C=C2)C)OC2=CC3=C(N=C(S3)NC(=O)C3CC3)C=C2)C=CC1 (3-(1-cyano-1-methylethyl)-N-[3-({2-[(cyclopropylcarbonyl)amino]-1,3-benzothiazol-6-yl}oxy)-4-methylphenyl]benzamide). Yield: 279.8%. RXN SMILES: [NH2:1][C:2]1[S:3][C:4]2[CH:10]=[C:9]([O:11][C:12]3[CH:13]=[C:14]([NH:19][C:20](=[O:32])[C:21]4[CH:26]=[CH:25][CH:24]=[C:23]([C:27]([C:30]#[N:31])([CH3:29])[CH3:28])[CH:22]=4)[CH:15]=[CH:16][C:17]=3[CH3:18])[CH:8]=[CH:7][C:5]=2[N:6]=1.[CH:33]1([C:36](Cl)=[O:37])[CH2:35][CH2:34]1>CN(C)C1C=CN=CC=1>[C:30]([C:27]([C:23]1[CH:22]=[C:21]([CH:26]=[CH:25][CH:24]=1)[C:20]([NH:19][C:14]1[CH:15]=[CH:16][C:17]([CH3:18])=[C:12]([O:11][C:9]2[CH:8]=[CH:7][C:5]3[N:6]=[C:2]([NH:1][C:36]([CH:33]4[CH2:35][CH2:34]4)=[O:37])[S:3][C:4]=3[CH:10]=2)[CH:13]=1)=[O:32])([CH3:29])[CH3:28])#[N:31]. Reported procedure: Using N-{3-[(2-amino-1,3-benzothiazol-6-yl)oxy]-4-methylphenyl}-3-(1-cyano-1-methylethyl)benzamide (0.31 g, 0.70 mmol), cyclopropanecarbonyl chloride (0.42 g, 4.0 mmol) and N,N-dimethylpyridine-4-amine (0.49 g, 4.0 mmol), and in the same manner as in Example A29(vi), the title compound (1.00 g, 45%) was obtained as a pale-yellow powder.